This data is from the Open Reaction Database (ORD), a public repository of structured organic reaction records. The task is: describe an organic reaction: reactants, conditions, products, and yield Starting materials: O=C([O-])[O-], CI, [K+], [K+], CN(C)C=O, O, CSc1ncc2c(n1)N1CCCC1CN(c1cccc(-c3nnc(S)o3)c1)C2=O. Product: CSc1ncc2c(n1)N1CCCC1CN(c1cccc(-c3nnc(SC)o3)c1)C2=O. Reaction SMILES: [C:30](=[O:31])([O-:32])[O-:33].[CH3:36][I:37].[K+:34].[K+:35].[O:39]=[CH:40][N:41]([CH3:42])[CH3:43].[OH2:38].[SH:1][c:2]1[n:3][n:4][c:5](-[c:7]2[cH:8][c:9]([N:13]3[C:14](=[O:29])[c:15]4[c:16]([n:23][c:24]([S:27][CH3:28])[n:25][cH:26]4)[N:17]4[CH2:18][CH2:19][CH2:20][CH:21]4[CH2:22]3)[cH:10][cH:11][cH:12]2)[o:6]1>>[S:1]([c:2]1[n:3][n:4][c:5](-[c:7]2[cH:8][c:9]([N:13]3[C:14](=[O:29])[c:15]4[c:16]([n:23][c:24]([S:27][CH3:28])[n:25][cH:26]4)[N:17]4[CH2:18][CH2:19][CH2:20][CH:21]4[CH2:22]3)[cH:10][cH:11][cH:12]2)[o:6]1)[CH3:30].